Dataset: the Open Reaction Database (ORD), a public repository of structured organic reaction records. Task: describe an organic reaction: reactants, conditions, products, and yield Reactants: OC1=CC2=CC=CC=C2C=C1C(=O)OCCC (Propyl 2-hydroxy-3-naphthoate), ClC1=CC=NC2=CC(=C(C=C12)OC)OC (4-chloro-6,7-dimethoxyquinoline), O (water). The reagents and catalysts are CN(C1=CC=NC=C1)C (4-dimethylaminopyridine). The solvent is ClC1=C(C=CC=C1)Cl (o-dichlorobenzene). Reaction conditions: temperature 140 celsius, time 12.5 hour. Product: COC=1C=C2C(=CC=NC2=CC1OC)OC=1C(=CC2=CC=CC=C2C1)C(=O)OCCC (Propyl 3-(6,7-dimethoxy-quinolin-4-yloxy)-naphthalene-2-carboxylate). Isolated yield 44.5%. RXN SMILES: [OH:1][C:2]1[C:11]([C:12]([O:14][CH2:15][CH2:16][CH3:17])=[O:13])=[CH:10][C:9]2[C:4](=[CH:5][CH:6]=[CH:7][CH:8]=2)[CH:3]=1.Cl[C:19]1[C:28]2[C:23](=[CH:24][C:25]([O:31][CH3:32])=[C:26]([O:29][CH3:30])[CH:27]=2)[N:22]=[CH:21][CH:20]=1.O>CN(C)C1C=CN=CC=1.ClC1C=CC=CC=1Cl>[CH3:30][O:29][C:26]1[CH:27]=[C:28]2[C:23](=[CH:24][C:25]=1[O:31][CH3:32])[N:22]=[CH:21][CH:20]=[C:19]2[O:1][C:2]1[C:11]([C:12]([O:14][CH2:15][CH2:16][CH3:17])=[O:13])=[CH:10][C:9]2[C:4]([CH:3]=1)=[CH:5][CH:6]=[CH:7][CH:8]=2. Reported procedure: Propyl 2-hydroxy-3-naphthoate (400 mg), 4-chloro-6,7-dimethoxyquinoline (130 mg), and 4-dimethylaminopyridine (213 mg) were suspended in o-dichlorobenzene (4 ml), and the suspension was stirred at 140° C. for 12.5 hr. The reaction solution was cooled to room temperature, water was then added thereto, and the mixture was extracted with chloroform. The chloroform layer was washed with saturated brine and was dried over anhydrous sodium sulfate. The solvent was removed by distillation under the red... The reactants are CC(C)(C)OC(=O)N1CCCC1C(=O)O (Boc-Pro-OH), Clc1cc(-c2ccccc2)ncn1 (4-chloro,6-phenylpyrimidine). Reagents/catalysts: [Cs+].[Cs+].[O-]C([O-])=O (CsCO3), CC(C)(C)C1=CC(=NC=C1)C2=NC=CC(=C2)C(C)(C)C (4,4-di-tert-butyl-2,2-bipyridyl), COCCOC.Cl[Ni]Cl (NiCl2-glyme), CC(C)(C)C1=CC2=N(->[Ir+]34(<-N5=CC(C(F)(F)F)=CC=C5C5=C(F)C=C(F)C=C53)(<-N3=CC(C(F)(F)F)=CC=C3C3=C(F)C=C(F)C=C34)<-N3=C2C=C(C(C)(C)C)C=C3)C=C1.F[P-](F)(F)(F)(F)F (Ir[dF(CF3)ppy]2(dtbbpy)PF6). Run in CN(C)C=O (DMF). Reaction conditions: temperature 23 celsius, time 72 hour. Yields the product CC(C)(C)OC(=O)N1CCCC1c1cc(-c2ccccc2)ncn1. Yield: 65.0%. Procedure details: Prior to irradiation, the reaction mixture was degassed by bubbling argon for 20 minutes The reactants are CN1C2=NC(=NC(=C2N=C1)Cl)Cl (9-methyl-2,6-dichloro-9H-purine), C(CC1=CC=CC=C1)N (phenethyl-amine). The product is ClC1=NC(=C2N=CN(C2=N1)C)NCCC1=CC=CC=C1 ((2-Chloro-9-methyl-9H-purin-6-yl)-phenethyl-amine). As a reaction SMILES: [CH3:1][N:2]1[CH:10]=[N:9][C:8]2[C:3]1=[N:4][C:5]([Cl:12])=[N:6][C:7]=2Cl.[CH2:13]([NH2:21])[CH2:14][C:15]1[CH:20]=[CH:19][CH:18]=[CH:17][CH:16]=1>>[Cl:12][C:5]1[N:4]=[C:3]2[C:8]([N:9]=[CH:10][N:2]2[CH3:1])=[C:7]([NH:21][CH2:13][CH2:14][C:15]2[CH:20]=[CH:19][CH:18]=[CH:17][CH:16]=2)[N:6]=1. Procedure details: Was prepared according to Example 4 from 9-methyl-2,6-dichloro-9H-purine and phenethyl-amine.